Dataset: the Open Reaction Database (ORD), a public repository of structured organic reaction records. Task: describe an organic reaction: reactants, conditions, products, and yield Starting materials: CCC(O)c1cccc([N+](=O)[O-])c1, CCCC[N+](CCCC)(CCCC)CCCC, CS(C)=O, CCOCC, [I-], [NH4+], [Na+], [OH-], [OH-]. Yields the product CCC(OC)c1cccc([N+](=O)[O-])c1. As a reaction SMILES: [CH2:1]([CH3:2])[CH:3]([c:4]1[cH:5][c:6]([N+:10](=[O:11])[O-:12])[cH:7][cH:8][cH:9]1)[OH:13].[CH2:23]([N+:24]([CH2:25][CH2:26][CH2:27][CH3:28])([CH2:29][CH2:30][CH2:31][CH3:32])[CH2:33][CH2:34][CH2:35][CH3:36])[CH2:37][CH2:38][CH3:39].[CH3:16][S:17](=[O:18])[CH3:19].[CH3:40][CH2:41][O:42][CH2:43][CH3:44].[I-:22].[NH4+:20].[Na+:15].[OH-:14].[OH-:21]>>[CH2:1]([CH3:2])[CH:3]([c:4]1[cH:5][c:6]([N+:10](=[O:11])[O-:12])[cH:7][cH:8][cH:9]1)[O:13][CH3:16]. Starting materials: CN1C=NC=C1 (1-methylimidazole), NC1=C(C=C(C=C1)C#N)N[C@H]([C@@H](C(=O)O)NC(=O)OC(C)(C)C)C ((2S,3S)-3-(2-amino-5-cyanophenylamino)-2-(tert-butoxycarbonylamino)butanoic acid), CS(=O)(=O)Cl (methanesulfonyl chloride). Solvent: C(C)#N (acetonitrile). Run at temperature 0 celsius, time 20 minute. Product: C(#N)C1=CC2=C(NC([C@H]([C@@H](N2)C)NC(OC(C)(C)C)=O)=O)C=C1 (tert-butyl(3S,4S)-7-cyano-4-methyl-2-oxo-2,3,4,5-tetrahydro-1H-benzo[b][1,4]diazepin-3-ylcarbamate). The yield is 90.3%. RXN SMILES: [NH2:1][C:2]1[CH:7]=[CH:6][C:5]([C:8]#[N:9])=[CH:4][C:3]=1[NH:10][C@@H:11]([CH3:24])[C@H:12]([NH:16][C:17]([O:19][C:20]([CH3:23])([CH3:22])[CH3:21])=[O:18])[C:13](O)=[O:14].CN1C=CN=C1.CS(Cl)(=O)=O>C(#N)C>[C:8]([C:5]1[CH:6]=[CH:7][C:2]2[NH:1][C:13](=[O:14])[C@@H:12]([NH:16][C:17](=[O:18])[O:19][C:20]([CH3:23])([CH3:22])[CH3:21])[C@H:11]([CH3:24])[NH:10][C:3]=2[CH:4]=1)#[N:9]. Procedure: A mixture of (2S,3S)-3-(2-amino-5-cyanophenylamino)-2-(tert-butoxycarbonylamino)butanoic acid (4.9 g, 14.7 mmol) in acetonitrile (96 ml), was cooled in an ice water bath, then 1-methylimidazole (3.5 ml, 44.0 mmol) was added and the reaction was stirred at 0° C. for 20 min, then methanesulfonyl chloride (1.31 ml, 16.9 mmol) was added dropwise. The cooling bath was removed and the reaction was stirred at RT for 2 h, then concentrated to 13 volume and treated with water (˜200 ml, dropwise addition)... Reactants: COC(=O)c1ccccc1S(=O)(=O)N=C=O, CC#N, COc1cc(CSc2ccccn2)nc(N)n1, C1COCCO1. Yields the product COC(=O)c1ccccc1S(=O)(=O)NC(=O)Nc1nc(CSc2ccccn2)cc(OC)n1. Reaction SMILES: [CH3:18][O:19][C:20](=[O:21])[c:22]1[c:23]([S:28](=[O:29])(=[O:30])[N:31]=[C:32]=[O:33])[cH:24][cH:25][cH:26][cH:27]1.[CH3:40][C:41]#[N:42].[NH2:1][c:2]1[n:3][c:4]([CH2:10][S:11][c:12]2[n:13][cH:14][cH:15][cH:16][cH:17]2)[cH:5][c:6]([O:8][CH3:9])[n:7]1.[O:34]1[CH2:35][CH2:36][O:37][CH2:38][CH2:39]1>>[NH:1]([c:2]1[n:3][c:4]([CH2:10][S:11][c:12]2[n:13][cH:14][cH:15][cH:16][cH:17]2)[cH:5][c:6]([O:8][CH3:9])[n:7]1)[C:32]([NH:31][S:28]([c:23]1[c:22]([C:20]([O:19][CH3:18])=[O:21])[cH:27][cH:26][cH:25][cH:24]1)(=[O:29])=[O:30])=[O:33]. Starting materials: COC1=C(C(=O)N[C@@H]2[C@H](CCC2)NC2=NC=C(N=C2)C(F)(F)F)C=C(C=C1)C (2-Methoxy-5-methyl-N-[(1S,2S)-2-{[5-(trifluoromethyl)pyrazin-2-yl]amino}cyclopentyl]benzamide), CC1=NN=C(O1)C1=C(C(=O)O)C=CC=C1 (2-(5-methyl-1,3,4-oxadiazol-2-yl)benzoic acid), Cl.FC(C=1N=CC(=NC1)N[C@@H]1[C@H](CCC1)N)(F)F ((1S,2S)-1-N-[5-(trifluoromethyl)pyrazin-2-yl]cyclopentane-1,2-diamine hydrochloride), Cl.FC(C=1N=CC(=NC1)N[C@@H]1[C@H](CCC1)N)(F)F ((1S,2S)-1-N-[5-(trifluoromethyl)pyrazin-2-yl]cyclopentane-1,2-diamine hydrochloride). Yields the product CC1=NN=C(O1)C1=C(C(=O)N[C@@H]2[C@H](CCC2)NC2=NC=C(N=C2)C(F)(F)F)C=CC=C1 (2-(5-Methyl-1,3,4-oxadiazol-2-yl)-N-[(1S,2S)-2-{[5-(trifluoromethyl)pyrazin-2-yl]amino}cyclopentyl]benzamide). Reaction SMILES: CO[C:3]1[CH:27]=[CH:26][C:25](C)=[CH:24][C:4]=1[C:5]([NH:7][C@H:8]1[CH2:12][CH2:11][CH2:10][C@@H:9]1[NH:13][C:14]1[CH:19]=[N:18][C:17]([C:20]([F:23])([F:22])[F:21])=[CH:16][N:15]=1)=[O:6].Cl.FC(F)(F)C1N=CC(N[C@H]2CCC[C@@H]2N)=NC=1.[CH3:47][C:48]1[O:52][C:51](C2C=CC=CC=2C(O)=O)=[N:50][N:49]=1>>[CH3:47][C:48]1[O:52][C:51]([C:3]2[CH:27]=[CH:26][CH:25]=[CH:24][C:4]=2[C:5]([NH:7][C@H:8]2[CH2:12][CH2:11][CH2:10][C@@H:9]2[NH:13][C:14]2[CH:19]=[N:18][C:17]([C:20]([F:21])([F:23])[F:22])=[CH:16][N:15]=2)=[O:6])=[N:50][N:49]=1 |f:1.2|. Procedure: Prepared according to the procedure for 2-methoxy-5-methyl-N-[(1S,2S)-2-{[5-(trifluoromethyl)pyrazin-2-yl]amino}cyclopentyl]benzamide (Example 37) from (1S,2S)-1-N-[5-(trifluoromethyl)pyrazin-2-yl]cyclopentane-1,2-diamine hydrochloride (Intermediate 14; 75 mg, 0.27 mmol) and 2-(5-methyl-1,3,4-oxadiazol-2-yl)benzoic acid (CAS number 898289-64-0; 75 mg, 0.37 mmol) except this was purified by column chromatography (silica, 40-100% ethyl acetate/petrol) to afford the title compound. Procedure: A mixture of 4-(4′-chloro-biphenyl-4-yl)-4-oxo-butyric acid (9.13 g, 0.0316 mol), hydroxylamine hydrochloride (2.64 g, 0.0380 mol), and sodium carbonate (4.04 g, 0.0381 mol) in absolute ethanol was refluxed under nitrogen for 13.5 hours and allowed to cool. The resulting suspension was filtered, and the filter cake was washed with ethanol followed by diethyl ether. The filter cake was dried under house vacuum to give a white solid. The solid was dissolved in methanol (450 mL), and the cloudy sol... Reactants: Cl (HCl), ClC1=CC=C(C=C1)C1=CC=C(C=C1)C(CCC(=O)O)=O (4-(4′-chloro-biphenyl-4-yl)-4-oxo-butyric acid), Cl.NO (hydroxylamine hydrochloride), C([O-])([O-])=O.[Na+].[Na+] (sodium carbonate). Reaction conditions: temperature 5 celsius. The yield is 71.1%. Run in C(C)O (ethanol), O (water), CO (methanol). As a reaction SMILES: [Cl:1][C:2]1[CH:7]=[CH:6][C:5]([C:8]2[CH:13]=[CH:12][C:11]([C:14](=O)[CH2:15][CH2:16][C:17]([OH:19])=[O:18])=[CH:10][CH:9]=2)=[CH:4][CH:3]=1.Cl.[NH2:22][OH:23].C(=O)([O-])[O-].[Na+].[Na+].Cl>C(O)C.CO.O>[Cl:1][C:2]1[CH:7]=[CH:6][C:5]([C:8]2[CH:13]=[CH:12][C:11]([C:14](=[N:22][OH:23])[CH2:15][CH2:16][C:17]([OH:19])=[O:18])=[CH:10][CH:9]=2)=[CH:4][CH:3]=1 |f:1.2,3.4.5|. The product is ClC1=CC=C(C=C1)C1=CC=C(C=C1)C(CCC(=O)O)=NO (4-(4′-chloro-biphenyl-4-yl)-4-hydroxyimino-butyric acid).